This data is from the Open Reaction Database (ORD), a public repository of structured organic reaction records. The task is: describe an organic reaction: reactants, conditions, products, and yield Reactants: CO, COC(=O)c1cc([N+](=O)[O-])cc2sc3ccccc3c(=O)c12. Product: COC(=O)c1cc(OC)cc2sc3ccccc3c(=O)c12. RXN SMILES: [CH3:23][OH:24].[N+:1]([O-:2])(=[O:3])[c:4]1[cH:5][c:6]([C:19](=[O:20])[O:21][CH3:22])[c:7]2[c:8](=[O:18])[c:9]3[cH:10][cH:11][cH:12][cH:13][c:14]3[s:15][c:16]2[cH:17]1>>[c:4]1([O:24][CH3:23])[cH:5][c:6]([C:19](=[O:20])[O:21][CH3:22])[c:7]2[c:8](=[O:18])[c:9]3[cH:10][cH:11][cH:12][cH:13][c:14]3[s:15][c:16]2[cH:17]1. The reactants are [Br-], BrCCOCc1ccccc1, CCCC[N+](CCCC)(CCCC)CCCC, Cc1ccccc1, [Na+], [OH-], OCCC(=C(c1ccccc1)c1ccc(O)cc1)c1ccccc1. The product is OCCC(=C(c1ccccc1)c1ccc(OCCOCc2ccccc2)cc1)c1ccccc1. Reaction SMILES: [Br-:38].[CH2:27]([c:28]1[cH:29][cH:30][cH:31][cH:32][cH:33]1)[O:34][CH2:35][CH2:36][Br:37].[CH3:39][CH2:40][CH2:41][CH2:42][N+:43]([CH2:44][CH2:45][CH2:46][CH3:47])([CH2:48][CH2:49][CH2:50][CH3:51])[CH2:52][CH2:53][CH2:54][CH3:55].[CH3:56][c:57]1[cH:58][cH:59][cH:60][cH:61][cH:62]1.[Na+:2].[OH-:1].[OH:3][CH2:4][CH2:5][C:6](=[C:7]([c:8]1[cH:9][cH:10][cH:11][cH:12][cH:13]1)[c:14]1[cH:15][cH:16][c:17]([OH:20])[cH:18][cH:19]1)[c:21]1[cH:22][cH:23][cH:24][cH:25][cH:26]1>>[OH:3][CH2:4][CH2:5][C:6](=[C:7]([c:8]1[cH:9][cH:10][cH:11][cH:12][cH:13]1)[c:14]1[cH:15][cH:16][c:17]([O:20][CH2:36][CH2:35][O:34][CH2:27][c:28]2[cH:29][cH:30][cH:31][cH:32][cH:33]2)[cH:18][cH:19]1)[c:21]1[cH:22][cH:23][cH:24][cH:25][cH:26]1. The reactants are OCCBr, O=C([O-])[O-], CN(C)C=O, COc1cc2c(Oc3cc4ccccc4nc3C)ccnc2cc1O, [K+], [K+], O. The product is COc1cc2c(Oc3cc4ccccc4nc3C)ccnc2cc1OCCO. As a reaction SMILES: [Br:1][CH2:2][CH2:3][OH:4].[C:30](=[O:31])([O-:32])[O-:33].[CH3:37][N:38]([CH3:39])[CH:40]=[O:41].[CH3:5][O:6][c:7]1[cH:8][c:9]2[c:10]([O:18][c:19]3[c:20]([CH3:29])[n:21][c:22]4[cH:23][cH:24][cH:25][cH:26][c:27]4[cH:28]3)[cH:11][cH:12][n:13][c:14]2[cH:15][c:16]1[OH:17].[K+:34].[K+:35].[OH2:36]>>[CH2:2]([CH2:3][OH:4])[O:17][c:16]1[c:7]([O:6][CH3:5])[cH:8][c:9]2[c:10]([O:18][c:19]3[c:20]([CH3:29])[n:21][c:22]4[cH:23][cH:24][cH:25][cH:26][c:27]4[cH:28]3)[cH:11][cH:12][n:13][c:14]2[cH:15]1. Reactants: Cc1ccc(-n2nc(C(C)(C)C)cc2N)cc1, CCCC(C)C, ClCCl, [Na+], O=C([O-])O, O=C(Cl)OC(Cl)(Cl)Cl. The product is Cc1ccc(-n2nc(C(C)(C)C)cc2N=C=O)cc1. As a reaction SMILES: [C:1]([CH3:2])([CH3:3])([CH3:4])[c:5]1[n:6][n:7](-[c:11]2[cH:12][cH:13][c:14]([CH3:17])[cH:15][cH:16]2)[c:8]([NH2:10])[cH:9]1.[CH3:31][CH2:32][CH2:33][CH:34]([CH3:35])[CH3:36].[Cl:37][CH2:38][Cl:39].[Na+:22].[O-:18][C:19]([OH:20])=[O:21].[O:23]=[C:24]([Cl:25])[O:26][C:27]([Cl:28])([Cl:29])[Cl:30]>>[C:1]([CH3:2])([CH3:3])([CH3:4])[c:5]1[n:6][n:7](-[c:11]2[cH:12][cH:13][c:14]([CH3:17])[cH:15][cH:16]2)[c:8]([N:10]=[C:19]=[O:18])[cH:9]1. Starting materials: P(=O)([O-])([O-])[O-].[Na+].[Na+].[Na+] (sodium phosphate), [Cl-].COC1=CC=C(C[N+]2=C(C=CC=C2)C2OCCO2)C=C1 (1-(4-methoxybenzyl)-2-(1,3-dioxolan-2-yl)pyridinium chloride), Cl(=O)(=O)(=O)[O-].[Li+] (lithium perchlorate). The solvent is polyphosphoric acid. The product is Cl(=O)(=O)(=O)[O-].COC=1C=CC=2C(=CC=3C=CC=C[N+]3C2)C1 (9-methoxybenzo[b]quinolizinium perchlorate). As a reaction SMILES: [Cl-].[CH3:2][O:3][C:4]1[CH:21]=[CH:20][C:7]([CH2:8][N+:9]2[CH:14]=[CH:13][CH:12]=[CH:11][C:10]=2[CH:15]2OCCO2)=[CH:6][CH:5]=1.P([O-])([O-])([O-])=O.[Na+].[Na+].[Na+].[Cl:30]([O-:34])(=[O:33])(=[O:32])=[O:31].[Li+]>>[Cl:30]([O-:34])(=[O:33])(=[O:32])=[O:31].[CH3:2][O:3][C:4]1[CH:5]=[CH:6][C:7]2[C:20]([CH:21]=1)=[CH:15][C:10]1[CH:11]=[CH:12][CH:13]=[CH:14][N+:9]=1[CH:8]=2 |f:0.1,2.3.4.5,6.7,8.9|. Procedure details: A mixture of 1-(4-methoxybenzyl)-2-(1,3-dioxolan-2-yl)pyridinium chloride (15 g, 0.049 mol) in 300 g of polyphosphoric acid was allowed to react at 120° C. for 3 hours. The reaction mixture was poured onto ice with stirring. The mixture was neutralized with dibasic sodium phosphate and an aqueous solution of lithium perchlorate (1.1 equiv.) was added. The precipitated solid was filtered and dried to yield 9-methoxybenzo[b]quinolizinium perchlorate (Formula II: R2 =OCH3 ; R1 =H; X- =ClO4-), as a ... The reactants are C=O, CC(=O)NC(C)=O, Cc1ccc([N+](=O)[O-])cc1, O=S(=O)(O)O. The product is CC(=O)NCc1cc([N+](=O)[O-])ccc1C. RXN SMILES: [CH2:18]=[O:19].[CH3:11][C:12](=[O:13])[NH:14][C:15]([CH3:16])=[O:17].[N+:1](=[O:2])([O-:3])[c:4]1[cH:5][cH:6][c:7]([CH3:10])[cH:8][cH:9]1.[S:20](=[O:21])(=[O:22])([OH:23])[OH:24]>>[N+:1](=[O:2])([O-:3])[c:4]1[cH:5][c:6]([CH2:15][NH:14][C:12]([CH3:11])=[O:13])[c:7]([CH3:10])[cH:8][cH:9]1. Starting materials: C(C)(C)(C)OC(=O)N(S(=O)(=O)C1=C(C=CC(=C1)C(NN1C(CC2=CC=CC=C12)C)=O)Cl)CC1=CC=C(C(=O)OC)C=C1 (Methyl 4-{[(tert-butoxycarbonyl)({2-chloro-5-[(2-methyl-2,3-dihydro-1H-indol-1-yl)carbamoyl]phenyl}sulphonyl)amino]-methyl}benzoate), [OH-].[Li+] (lithium hydroxide). Run in O (water), C(C)#N (acetonitrile), O (water). Yields the product C(C)(C)(C)OC(=O)N(S(=O)(=O)C1=C(C=CC(=C1)C(NN1C(CC2=CC=CC=C12)C)=O)Cl)CC1=CC=C(C(=O)O)C=C1 (4-{[(tert-Butoxycarbonyl)({2-chloro-5-[(2-methyl-2,3-dihydro-1H-indol-1-yl)carbamoyl]phenyl}sulphonyl)amino]methyl}benzoic Acid). As a reaction SMILES: [C:1]([O:5][C:6]([N:8]([CH2:32][C:33]1[CH:42]=[CH:41][C:36]([C:37]([O:39]C)=[O:38])=[CH:35][CH:34]=1)[S:9]([C:12]1[CH:17]=[C:16]([C:18](=[O:30])[NH:19][N:20]2[C:28]3[C:23](=[CH:24][CH:25]=[CH:26][CH:27]=3)[CH2:22][CH:21]2[CH3:29])[CH:15]=[CH:14][C:13]=1[Cl:31])(=[O:11])=[O:10])=[O:7])([CH3:4])([CH3:3])[CH3:2].[OH-].[Li+]>C(#N)C.O>[C:1]([O:5][C:6]([N:8]([CH2:32][C:33]1[CH:34]=[CH:35][C:36]([C:37]([OH:39])=[O:38])=[CH:41][CH:42]=1)[S:9]([C:12]1[CH:17]=[C:16]([C:18](=[O:30])[NH:19][N:20]2[C:28]3[C:23](=[CH:24][CH:25]=[CH:26][CH:27]=3)[CH2:22][CH:21]2[CH3:29])[CH:15]=[CH:14][C:13]=1[Cl:31])(=[O:11])=[O:10])=[O:7])([CH3:2])([CH3:3])[CH3:4] |f:1.2|. Reported procedure: Dissolve the compound obtained in Step A (1.30×10−3 mol) in a mixture of acetonitrile (45 ml) and water (9 ml). Add lithium hydroxide (1.30×10−2 mol) and heat at 50° C. with stirring. After heating for 5 hours, the dark-brown reaction mixture is poured into water (100 ml). Extract 3 times with ethyl acetate (50 ml). The organic phase is then washed with water and then with brine, dried over magnesium sulphate, filtered and evaporated to dryness under reduced pressure.